From a dataset of the Open Reaction Database (ORD), a public repository of structured organic reaction records. describe an organic reaction: reactants, conditions, products, and yield The reactants are COC(=O)c1ccc(C(=O)Nc2cc(-c3cccs3)ccc2NC(=O)OC(C)(C)C)cc1, C1CCOC1, CO, CCOC(C)=O, [Li+], [OH-], O. Reaction SMILES: [C:1]([CH3:2])([CH3:3])([CH3:4])[O:5][C:6](=[O:7])[NH:8][c:9]1[c:10]([NH:20][C:21](=[O:22])[c:23]2[cH:24][cH:25][c:26]([C:27](=[O:28])[O:29][CH3:30])[cH:31][cH:32]2)[cH:11][c:12](-[c:15]2[s:16][cH:17][cH:18][cH:19]2)[cH:13][cH:14]1.[CH2:44]1[O:45][CH2:46][CH2:47][CH2:48]1.[CH3:34][OH:35].[CH3:38][CH2:39][O:40][C:41]([CH3:42])=[O:43].[Li+:37].[OH-:36].[OH2:33]>>[C:1]([CH3:2])([CH3:3])([CH3:4])[O:5][C:6](=[O:7])[NH:8][c:9]1[c:10]([NH:20][C:21](=[O:22])[c:23]2[cH:24][cH:25][c:26]([C:27](=[O:28])[OH:29])[cH:31][cH:32]2)[cH:11][c:12](-[c:15]2[s:16][cH:17][cH:18][cH:19]2)[cH:13][cH:14]1. Yields the product CC(C)(C)OC(=O)Nc1ccc(-c2cccs2)cc1NC(=O)c1ccc(C(=O)O)cc1. The reactants are C(C1=CC=CC=C1)(=O)C1=C(C=C(OCC(COC2=CC(=C(C=C2)C(C2=CC=CC=C2)=O)O)O)C=C1)O (1,3-bis-(4-benzoyl-3-hydroxyphenoxy)-2-propanol), C(C(=C)C)(=O)O (methacrylic acid). Product: C(C(=C)C)(=O)OC(COC1=CC(=C(C=C1)C(C1=CC=CC=C1)=O)O)COC1=CC(=C(C=C1)C(C1=CC=CC=C1)=O)O (1,3-bis-(4-benzoyl-3-hydroxyphenoxy)-prop-2-yl methacrylate). The yield is 77.8%. RXN SMILES: [C:1]([C:9]1[CH:35]=[CH:34][C:12]([O:13][CH2:14][CH:15]([OH:33])[CH2:16][O:17][C:18]2[CH:23]=[CH:22][C:21]([C:24](=[O:31])[C:25]3[CH:30]=[CH:29][CH:28]=[CH:27][CH:26]=3)=[C:20]([OH:32])[CH:19]=2)=[CH:11][C:10]=1[OH:36])(=[O:8])[C:2]1[CH:7]=[CH:6][CH:5]=[CH:4][CH:3]=1.[C:37](O)(=[O:41])[C:38]([CH3:40])=[CH2:39]>>[C:37]([O:33][CH:15]([CH2:14][O:13][C:12]1[CH:34]=[CH:35][C:9]([C:1](=[O:8])[C:2]2[CH:3]=[CH:4][CH:5]=[CH:6][CH:7]=2)=[C:10]([OH:36])[CH:11]=1)[CH2:16][O:17][C:18]1[CH:23]=[CH:22][C:21]([C:24](=[O:31])[C:25]2[CH:26]=[CH:27][CH:28]=[CH:29][CH:30]=2)=[C:20]([OH:32])[CH:19]=1)(=[O:41])[C:38]([CH3:40])=[CH2:39]. Procedure: 97 g (0.2 mole) of 1,3-bis-(4-benzoyl-3-hydroxyphenoxy)-2-propanol were esterified analogously to Example 1 with 103 g (1.2 moles) of methacrylic acid. Crystallization from ethanol gave 86 g (78 percent of theory) of 1,3-bis-(4-benzoyl-3-hydroxyphenoxy)-prop-2-yl methacrylate in the form of colorless crystals having a melting point of 138° to 139° C. and a purity of 99 percent (HPLC). The UV spectrum gave two absorption maxima at wave lengths of 287 nm (extinction 0.517; extinction coefficient 2... Reactants: N([C@@H](CCCNC(NS(=O)(=O)C1=C(C)C=2CCC(C)(C)OC2C(C)=C1C)=N)C(=O)O)C(=O)OCC1=CC=CC=C1 (Z-Arg(Pmc)-OH), N,N-dimethylformamide-di-tert, aqueous solution, C(=O)(O)[O-].[Na+] (sodium hydrocarbonate). Solvent: ClC(C)Cl (dichloroethane). Reaction conditions: temperature 50 celsius, time 60 minute. The product is N([C@@H](CCCNC(NS(=O)(=O)C1=C(C)C=2CCC(C)(C)OC2C(C)=C1C)=N)C(=O)OC(C)(C)C)C(=O)OCC1=CC=CC=C1 (Z-Arg(Pmc)-OtBu). The yield is 89.8%. As a reaction SMILES: [NH:1]([C:31]([O:33][CH2:34][C:35]1[CH:40]=[CH:39][CH:38]=[CH:37][CH:36]=1)=[O:32])[C@H:2]([C:28]([OH:30])=[O:29])[CH2:3][CH2:4][CH2:5][NH:6][C:7](=[NH:27])[NH:8][S:9]([C:12]1[C:25]([CH3:26])=[C:23]([CH3:24])[C:22]2[O:21][C:18]([CH3:20])([CH3:19])[CH2:17][CH2:16][C:15]=2[C:13]=1[CH3:14])(=[O:11])=[O:10].C([O-])(O)=O.[Na+]>ClC(Cl)C>[NH:1]([C:31]([O:33][CH2:34][C:35]1[CH:36]=[CH:37][CH:38]=[CH:39][CH:40]=1)=[O:32])[C@H:2]([C:28]([O:30][C:13]([CH3:15])([CH3:14])[CH3:12])=[O:29])[CH2:3][CH2:4][CH2:5][NH:6][C:7](=[NH:27])[NH:8][S:9]([C:12]1[C:25]([CH3:26])=[C:23]([CH3:24])[C:22]2[O:21][C:18]([CH3:19])([CH3:20])[CH2:17][CH2:16][C:15]=2[C:13]=1[CH3:14])(=[O:11])=[O:10] |f:1.2|. Procedure details: A] A slurry of 6.9 g (12 mmoles) of Z-Arg(Pmc)-OH in 60 ml of dichloroethane was added with 8.64 ml (36 mmoles) of N,N-dimethylformamide-di-tert.-butylacetale, in 60 minutes at 50° C. At the end of the addition, the reaction mixture was kept under stirring for 40 minutes at 50° C., then it was added with 20 ml of an aqueous solution of 5% sodium hydrocarbonate. The dichloroethane was evaporated under vacuum and the aqueous phase was diluted with 100 ml of ethyl acetate. The organic phase was sep... Reactants: ClC1=C2C(=NC=C1)C=C(S2)C(=O)[O-].[Li+] (lithium 7-chlorothieno[3,2-b]pyridine-2-carboxylate), O[C@H]1CNCC1 ((R)-3-hydroxypyrrolidine). The product is ClC1=C2C(=NC=C1)C=C(S2)C(=O)N2C[C@@H](CC2)O (7-chloro-2-[(R)-3-hydroxypyrrolidine-1-carbonyl]thieno[3,2-b]pyridine). Yield: 36.0%. As a reaction SMILES: [Cl:1][C:2]1[CH:7]=[CH:6][N:5]=[C:4]2[CH:8]=[C:9]([C:11]([O-:13])=O)[S:10][C:3]=12.[Li+].[OH:15][C@@H:16]1[CH2:20][CH2:19][NH:18][CH2:17]1>>[Cl:1][C:2]1[CH:7]=[CH:6][N:5]=[C:4]2[CH:8]=[C:9]([C:11]([N:18]3[CH2:19][CH2:20][C@@H:16]([OH:15])[CH2:17]3)=[O:13])[S:10][C:3]=12 |f:0.1|. Procedure: This material was prepared by the coupling of lithium 7-chlorothieno[3,2-b]pyridine-2-carboxylate and (R)-3-hydroxypyrrolidine in a manner as previously described for example 2a to give 3.06 g (36%) of an off-white solid. 1H NMR (DMSO-d6): δ8.73 (1H, d, J=5.1 Hz), 8.15, 8.09 (1H, s), 7.69 (1H, d, J=5.1 Hz), 5.10-5.06 (1H, m), 4.43-4.29 (1H, m), 4.05-3.89 (2H, m), 3.72-3.43 (2H, m), 2.08-1.79 (2H, m). Reactants: Cl.COC=1C=C(C=CC1OC)C1CNCCC1 (3-(3',4'-dimethoxyphenyl)-piperidine hydrochloride), Br (hydrobromic acid). Product: Br.OC=1C=C(C=CC1O)C1CNCCC1 (3-(3',4'-dihydroxyphenyl)-piperidine hydrobromide). RXN SMILES: Cl.C[O:3][C:4]1[CH:5]=[C:6]([CH:12]2[CH2:17][CH2:16][CH2:15][NH:14][CH2:13]2)[CH:7]=[CH:8][C:9]=1[O:10]C.[BrH:18]>>[BrH:18].[OH:3][C:4]1[CH:5]=[C:6]([CH:12]2[CH2:17][CH2:16][CH2:15][NH:14][CH2:13]2)[CH:7]=[CH:8][C:9]=1[OH:10] |f:0.1,3.4|. Procedure: A solution of 5 g of the hydrochloride of Step C in 25 ml of 66% hydrobromic acid was heated at 115° C. for an hour and excess hydrobromic acid was removed under reduced pressure. The residue was empasted with ethyl acetate and was crystallized from ethanol to obtain 3.85 g of 3-(3',4'-dihydroxyphenyl)-piperidine hydrobromide melting at 224° C.